From a dataset of the Open Reaction Database (ORD), a public repository of structured organic reaction records. describe an organic reaction: reactants, conditions, products, and yield Starting materials: BrC1C(C2=CC=CC(=C2CC1)OC)=O (2-bromo-5-methoxy-1-tetralone), Cl.N1C=NC(=C1)CC(=S)N (4-imidazolylthioacetamide hydrochloride). As a reaction SMILES: Br[CH:2]1[CH2:11][CH2:10][C:9]2[C:4](=[CH:5][CH:6]=[CH:7][C:8]=2[O:12][CH3:13])[C:3]1=O.Cl.[NH:16]1[CH:20]=[C:19]([CH2:21][C:22]([NH2:24])=[S:23])[N:18]=[CH:17]1>>[NH:16]1[CH:20]=[C:19]([CH2:21][C:22]2[S:23][C:2]3[CH2:11][CH2:10][C:9]4[C:4](=[CH:5][CH:6]=[CH:7][C:8]=4[O:12][CH3:13])[C:3]=3[N:24]=2)[N:18]=[CH:17]1 |f:1.2|. Yields the product N1C=NC(=C1)CC=1SC2=C(N1)C1=CC=CC(=C1CC2)OC (2-(4-Imidazolylmethyl)-6-methoxy-4,5-dihydronaphtho[1,2-d]thiazole). Procedure details: Starting compounds: 2-bromo-5-methoxy-1-tetralone, 4-imidazolylthioacetamide hydrochloride Reactants: CC1=CCC=CC1, CCO, O=C(CCCN1CCOCC1)c1cccc(OCc2ccccc2)c1. The product is O=C(CCCN1CCOCC1)c1cccc(O)c1. Reaction SMILES: [CH3:26][C:27]1=[CH:32][CH2:31][CH:30]=[CH:29][CH2:28]1.[CH3:33][CH2:34][OH:35].[O:1]1[CH2:2][CH2:3][N:4]([CH2:7][CH2:8][CH2:9][C:10](=[O:11])[c:12]2[cH:13][c:14]([O:18][CH2:19][c:20]3[cH:21][cH:22][cH:23][cH:24][cH:25]3)[cH:15][cH:16][cH:17]2)[CH2:5][CH2:6]1>>[O:1]1[CH2:2][CH2:3][N:4]([CH2:7][CH2:8][CH2:9][C:10](=[O:11])[c:12]2[cH:13][c:14]([OH:18])[cH:15][cH:16][cH:17]2)[CH2:5][CH2:6]1. Starting materials: ClC1=C(C=C(C=O)C=C1)F (4-chloro-3-fluorobenzaldehyde), C(C=C)(=O)OC (methyl acrylate), N12CCN(CC1)CC2 (1,4-diazabicyclo[2.2.2]octane). Solvent: C(C)#N (acetonitrile). Conditions: time 3 day. The product is ClC1=C(C=C(C=C1)C(C(C(=O)OC)=C)O)F (methyl 2-[(4-chloro-3-fluorophenyl)(hydroxy)methyl]prop-2-enoate). Reaction SMILES: [Cl:1][C:2]1[CH:9]=[CH:8][C:5]([CH:6]=[O:7])=[CH:4][C:3]=1[F:10].[C:11]([O:15][CH3:16])(=[O:14])[CH:12]=[CH2:13].N12CCN(CC1)CC2>C(#N)C>[Cl:1][C:2]1[CH:9]=[CH:8][C:5]([CH:6]([OH:7])[C:12](=[CH2:13])[C:11]([O:15][CH3:16])=[O:14])=[CH:4][C:3]=1[F:10]. Procedure details: To a solution of 4-chloro-3-fluorobenzaldehyde (50.0 g) and methyl acrylate (42.6 mL) in acetonitrile (158 mL) was added 1,4-diazabicyclo[2.2.2]octane (10.6 g), and the mixture was stirred at room temperature for 3 days. The reaction mixture was concentrated under reduced pressure, and the residue was purified by silica gel chromatography (hexane/ethyl acetate) to give the title compound (69.1 g). The reactants are COC(C)(C)OC (2,2-dimethoxypropane), C1(=CC=C(C=C1)S(=O)(=O)O)C (p-toluenesulfonic acid), C(C(CCO)O)O (1,2,4-butanetriol). Solvent: ClCCl (dichloromethane). Reaction conditions: time 5 minute. Yields the product CC1(OCC(O1)C(C)O)C ((2,2-Dimethyl-[1,3]dioxolan-4-yl)-ethanol). Isolated yield 96.7%. RXN SMILES: [CH2:1](O)[CH:2]([OH:6])[CH2:3][CH2:4][OH:5].C[O:9][C:10](OC)([CH3:12])[CH3:11].C1(C)C=CC(S(O)(=O)=O)=CC=1>ClCCl>[CH3:11][C:10]1([CH3:12])[O:9][CH:3]([CH:2]([OH:6])[CH3:1])[CH2:4][O:5]1. Reported procedure: To a vigorously stirring suspension of 1,2,4-butanetriol (5.8 g, 54.6 mmol) in dichloromethane (20 mL) was added 2,2-dimethoxypropane (6.8 mL, 54.6 mmol) and catalytic p-toluenesulfonic acid. After 5 minutes, the solution became homogenous and was allowed to stir for an additional 30 minutes. The reaction mixture was then concentrated in vacuo to afford (2,2-Dimethyl-[1,3]dioxolan-4-yl)-ethanol (7.72 g, 96.7%). To a stirring solution of (2,2-Dimethyl-[1,3]dioxolan-4-yl)-ethanol (6.95 g, 47.5 mmo... Starting materials: CCCCCCCCOc1ccc(C(=O)O)cc1, ClCCl, [Cl-], Cl, O=C(O)c1ccc(O)cc1F, c1ccncc1. Yields the product CCCCCCCCOc1ccc(C(=O)Oc2ccc(C(=O)O)c(F)c2)cc1. Reaction SMILES: [CH2:2]([CH2:3][CH2:4][CH2:5][CH2:6][CH2:7][CH2:8][CH3:9])[O:10][c:11]1[cH:12][cH:13][c:14]([C:15](=[O:16])[OH:17])[cH:18][cH:19]1.[CH2:31]([Cl:32])[Cl:33].[Cl-:1].[ClH:34].[F:20][c:21]1[c:22]([C:23](=[O:24])[OH:25])[cH:26][cH:27][c:28]([OH:30])[cH:29]1.[cH:35]1[cH:36][cH:37][n:38][cH:39][cH:40]1>>[CH2:2]([CH2:3][CH2:4][CH2:5][CH2:6][CH2:7][CH2:8][CH3:9])[O:10][c:11]1[cH:12][cH:13][c:14]([C:15]([O:16][c:28]2[cH:27][cH:26][c:22]([C:23](=[O:24])[OH:25])[c:21]([F:20])[cH:29]2)=[O:17])[cH:18][cH:19]1.